This data is from the Open Reaction Database (ORD), a public repository of structured organic reaction records. The task is: describe an organic reaction: reactants, conditions, products, and yield Starting materials: C#Cc1ccc(NC)c(F)c1, [Cu]I, COc1ccc2nc(I)sc2c1. Yields the product CNc1ccc(C#Cc2nc3ccc(OC)cc3s2)cc1F. RXN SMILES: [C:13](#[CH:14])[c:15]1[cH:16][c:17]([F:23])[c:18]([NH:19][CH3:20])[cH:21][cH:22]1.[Cu:24][I:25].[I:1][c:2]1[s:3][c:4]2[c:5]([n:6]1)[cH:7][cH:8][c:9]([O:11][CH3:12])[cH:10]2>>[c:2]1([C:14]#[C:13][c:15]2[cH:16][c:17]([F:23])[c:18]([NH:19][CH3:20])[cH:21][cH:22]2)[s:3][c:4]2[c:5]([n:6]1)[cH:7][cH:8][c:9]([O:11][CH3:12])[cH:10]2. The reactants are C(#N)[C@H]1CN(CC1)C(=O)OC(C)(C)C (tert-butyl (3R)-3-cyano-1-pyrrolidinecarboxylate), N (ammonia). The reagents and catalysts are [Ni] (Raney® Nickel). Solvent: C(C)O (ethanol). Run at time 8 hour. Product: N (ammonia), NC[C@@H]1CN(CC1)C(=O)OC(C)(C)C (tert-Butyl (3R)-3-aminomethyl-1-pyrrolidinecarboxylate). The yield is 195.3%. As a reaction SMILES: [C:1]([C@@H:3]1[CH2:7][CH2:6][N:5]([C:8]([O:10][C:11]([CH3:14])([CH3:13])[CH3:12])=[O:9])[CH2:4]1)#[N:2].N>[Ni].C(O)C>[NH3:2].[NH2:2][CH2:1][C@H:3]1[CH2:7][CH2:6][N:5]([C:8]([O:10][C:11]([CH3:14])([CH3:13])[CH3:12])=[O:9])[CH2:4]1. Reported procedure: A mixture of tert-butyl (3R)-3-cyano-1-pyrrolidinecarboxylate (preparation 79) (1.60 g, 8.13 mmol) and Raney® Nickel (1 g) in 0.88 ammonia (20 ml) and ethanol (150 ml), was hydrogentaed at 60 psi and room temperature for 8 hrs. The mixture was filtered through Arbocel®, and the filtrate concentrated under reduced pressure. The crude product was purified by column chromatography on silica gel using an elution gradient of dichloromethane:methanol:0.88 ammonia (100:0:0 to 90:10:1) to yield the desi... Reactants: [Br-], O=C(O)CCCCC[P+](c1ccccc1)(c1ccccc1)c1ccccc1, O=C(c1cccnc1)c1ccc2c(c1)OCO2, CS(C)=O, [H-], [Na+], C1CCOC1, O. The product is O=C(O)CCCCC=C(c1cccnc1)c1ccc2c(c1)OCO2. RXN SMILES: [Br-:7].[C:8](=[O:9])([OH:10])[CH2:11][CH2:12][CH2:13][CH2:14][CH2:15][P+:16]([c:17]1[cH:18][cH:19][cH:20][cH:21][cH:22]1)([c:23]1[cH:24][cH:25][cH:26][cH:27][cH:28]1)[c:29]1[cH:30][cH:31][cH:32][cH:33][cH:34]1.[CH2:35]1[O:36][c:37]2[cH:38][c:39]([C:40](=[O:41])[c:42]3[cH:43][n:44][cH:45][cH:46][cH:47]3)[cH:48][cH:49][c:50]2[O:51]1.[CH3:3][S:4](=[O:5])[CH3:6].[H-:1].[Na+:2].[O:52]1[CH2:53][CH2:54][CH2:55][CH2:56]1.[OH2:57]>>[C:8](=[O:9])([OH:10])[CH2:11][CH2:12][CH2:13][CH2:14][CH:15]=[C:40]([c:39]1[cH:38][c:37]2[c:50]([cH:49][cH:48]1)[O:51][CH2:35][O:36]2)[c:42]1[cH:43][n:44][cH:45][cH:46][cH:47]1. Starting materials: R-aminoquinuclidine, FC=1C=C(C[C@@H]([C@@H](CNC2(CC2)C2=CC(=CC=C2)CC)O)NC(CCC(=O)O)=O)C=C(C1)F (4-[((1S,2R)-1-(3,5-difluorobenzyl)-3-{[1-(3-ethylphenyl)cyclopropyl]amino}-2-hydroxypropyl)amino]-4-oxobutanoic acid), C(CCl)Cl (EDC), C=1C=CC2=C(C1)N=NN2O (HOBT). Solvent: CN(C)C=O (DMF). Run at temperature 45 celsius, time 8 hour. The product is N12C[C@H](C(CC1)CC2)NC(CCC(=O)N[C@H]([C@@H](CNC2(CC2)C2=CC(=CC=C2)CC)O)CC2=CC(=CC(=C2)F)F)=O.C(=O)O (formic acid compound with N1-[(3S)-1-azabicyclo[2.2.2]oct-3-yl]-N4-((1S,2R)-1-(3,5-difluorobenzyl)-3-{[1-(3-ethylphenyl)cyclopropyl]amino}-2-hydroxypropyl)succinamide). The yield is 149.9%. Reaction SMILES: [F:1][C:2]1[CH:3]=[C:4]([CH:30]=[C:31]([F:33])[CH:32]=1)[CH2:5][C@H:6]([NH:22][C:23](=[O:29])[CH2:24][CH2:25][C:26]([OH:28])=[O:27])[C@H:7]([OH:21])[CH2:8][NH:9][C:10]1([C:13]2[CH:18]=[CH:17][CH:16]=[C:15]([CH2:19][CH3:20])[CH:14]=2)[CH2:12][CH2:11]1.[CH2:34](Cl)[CH2:35]Cl.[CH:38]1[CH:39]=C[C:41]2[N:46](O)N=[N:44][C:42]=2[CH:43]=1>CN(C=O)C>[N:46]12[CH2:35][CH2:34][CH:43]([CH2:38][CH2:39]1)[C@H:42]([NH:44][C:26](=[O:28])[CH2:25][CH2:24][C:23]([NH:22][C@@H:6]([CH2:5][C:4]1[CH:30]=[C:31]([F:33])[CH:32]=[C:2]([F:1])[CH:3]=1)[C@H:7]([OH:21])[CH2:8][NH:9][C:10]1([C:13]3[CH:18]=[CH:17][CH:16]=[C:15]([CH2:19][CH3:20])[CH:14]=3)[CH2:12][CH2:11]1)=[O:29])[CH2:41]2.[CH:26]([OH:28])=[O:27] |f:4.5|. Procedure details: To a solution of R-aminoquinuclidine (0.086 g, 0.434 mmol) TEA (0.302 ml, 2.17 mmol), and anhydrous DMF (2.5 ml) was added 4-[((1S,2R)-1-(3,5-difluorobenzyl)-3-{[1-(3-ethylphenyl)cyclopropyl]amino}-2-hydroxypropyl)amino]-4-oxobutanoic acid (0.200 g, 0.434 mmol), EDC (0.125 g, 0.651 mmol), and HOBT (0.088 g, 0.651 mmol) under nitrogen, with stirring at 45° C. overnight. Reaction mixture was quenched with 10% sodium bicarbonate (aq.) then extracted with ethyl acetate then concentrated in vacuo, yi... Reactants: [Br-], C1CCOC1, C[Mg+], O=C(Cc1ccc2c(cnn2-c2ccccc2)c1)c1ccccc1. The product is CC(O)(Cc1ccc2c(cnn2-c2ccccc2)c1)c1ccccc1. RXN SMILES: [Br-:25].[CH2:28]1[O:29][CH2:30][CH2:31][CH2:32]1.[CH3:26][Mg+:27].[c:1]1([C:7]([CH2:8][c:9]2[cH:10][c:11]3[cH:12][n:13][n:14](-[c:18]4[cH:19][cH:20][cH:21][cH:22][cH:23]4)[c:15]3[cH:16][cH:17]2)=[O:24])[cH:2][cH:3][cH:4][cH:5][cH:6]1>>[c:1]1([C:7]([CH2:8][c:9]2[cH:10][c:11]3[cH:12][n:13][n:14](-[c:18]4[cH:19][cH:20][cH:21][cH:22][cH:23]4)[c:15]3[cH:16][cH:17]2)([OH:24])[CH3:26])[cH:2][cH:3][cH:4][cH:5][cH:6]1. Starting materials: C1CCOC1, CCOCC1(C)CCCSc2cc(C=Cc3ccc(C(=O)OC)cc3)ccc21, CCO, Cl. The product is CCOCC1(C)CCCSc2cc(C=Cc3ccc(C(=O)O)cc3)ccc21. RXN SMILES: [CH2:30]1[O:31][CH2:32][CH2:33][CH2:34]1.[CH3:1][O:2][C:3]([c:4]1[cH:5][cH:6][c:7]([CH:10]=[CH:11][c:12]2[cH:13][cH:14][c:15]3[c:16]([cH:27]2)[S:17][CH2:18][CH2:19][CH2:20][C:21]3([CH3:22])[CH2:23][O:24][CH2:25][CH3:26])[cH:8][cH:9]1)=[O:28].[CH3:35][CH2:36][OH:37].[ClH:29]>>[O:2]=[C:3]([c:4]1[cH:5][cH:6][c:7]([CH:10]=[CH:11][c:12]2[cH:13][cH:14][c:15]3[c:16]([cH:27]2)[S:17][CH2:18][CH2:19][CH2:20][C:21]3([CH3:22])[CH2:23][O:24][CH2:25][CH3:26])[cH:8][cH:9]1)[OH:28]. Starting materials: Cc1cc(C#N)cc([N+](=O)[O-])c1NC(=O)C(F)(F)F, CO, N. The product is Cc1cc(C#N)cc([N+](=O)[O-])c1N. As a reaction SMILES: [C:1](#[N:2])[c:3]1[cH:4][c:5]([CH3:19])[c:6]([NH:12][C:13](=[O:14])[C:15]([F:16])([F:17])[F:18])[c:7]([N+:9](=[O:10])[O-:11])[cH:8]1.[CH3:21][OH:22].[NH3:20]>>[C:1](#[N:2])[c:3]1[cH:4][c:5]([CH3:19])[c:6]([NH2:12])[c:7]([N+:9](=[O:10])[O-:11])[cH:8]1. The reactants are C(C1=CC=CC=C1)N1C(N([C@@H](C1)C(=O)OC(C)(C)C)C([C@H](C)N[C@@H](CCCCCCCC)C(=O)OCC1=CC=CC=C1)=O)=O (tert.-butyl (4S)-1-benzyl-3-{(2S)-2-[N-((1S)-1-benzyloxycarbonyl-n-nonyl)amino]propionyl}-2-oxo-imidazolidine-4-carboxylate), Cl.O1CCOCC1 (hydrogen chloride dioxane). The yield is 88.1%. The product is C(C1=CC=CC=C1)N1C(N([C@@H](C1)C(=O)O)C([C@H](C)N[C@@H](CCCCCCCC)C(=O)OCC1=CC=CC=C1)=O)=O ((4S)-1-benzyl-3-{(2S)-2-[N-((1S)-1-benzyloxycarbonyl-n-nonyl)amino]propionyl}-2-oxo-imidazolidine-4-carboxylic acid). Reported procedure: 0.5 g of tert.-butyl (4S)-1-benzyl-3-{(2S)-2-[N-((1S)-1-benzyloxycarbonyl-n-nonyl)amino]propionyl}-2-oxo-imidazolidine-4-carboxylate and 20 ml of a 13% hydrogen chloride-dioxane solution are treated in the same manner as described in Example 10-(3), whereby 0.4 g of (4S)-1-benzyl-3-{(2S)-2-[N-((1S)-1-benzyloxycarbonyl-n-nonyl)amino]propionyl}-2-oxo-imidazolidine-4-carboxylic acid is obtained as colorless viscous oil. This oil (0.4 g) and 15 mg of palladium black are treated in the same manner as... Reaction SMILES: [CH2:1]([N:8]1[CH2:12][C@@H:11]([C:13]([O:15]C(C)(C)C)=[O:14])[N:10]([C:20](=[O:43])[C@@H:21]([NH:23][C@H:24]([C:33]([O:35][CH2:36][C:37]2[CH:42]=[CH:41][CH:40]=[CH:39][CH:38]=2)=[O:34])[CH2:25][CH2:26][CH2:27][CH2:28][CH2:29][CH2:30][CH2:31][CH3:32])[CH3:22])[C:9]1=[O:44])[C:2]1[CH:7]=[CH:6][CH:5]=[CH:4][CH:3]=1.Cl.O1CCOCC1>>[CH2:1]([N:8]1[CH2:12][C@@H:11]([C:13]([OH:15])=[O:14])[N:10]([C:20](=[O:43])[C@@H:21]([NH:23][C@H:24]([C:33]([O:35][CH2:36][C:37]2[CH:42]=[CH:41][CH:40]=[CH:39][CH:38]=2)=[O:34])[CH2:25][CH2:26][CH2:27][CH2:28][CH2:29][CH2:30][CH2:31][CH3:32])[CH3:22])[C:9]1=[O:44])[C:2]1[CH:7]=[CH:6][CH:5]=[CH:4][CH:3]=1 |f:1.2|.